From a dataset of the Open Reaction Database (ORD), a public repository of structured organic reaction records. describe an organic reaction: reactants, conditions, products, and yield The reactants are BrBr (bromine), Cl (hydrochloric acid), [OH-].[Na+] (Sodium hydroxide), ClC1=C(C=CC(=C1Cl)Cl)C(C)=O (2′,3′,4′-trichloroacetophenone). The solvent is O1CCOCC1 (dioxane), O (water), O (water). Run at temperature 0 celsius, time 5 minute. Yields the product ClC1=C(C(=O)O)C=CC(=C1Cl)Cl (2,3,4-trichlorobenzoic acid). Yield: 90.9%. As a reaction SMILES: [OH-:1].[Na+].BrBr.[Cl:5][C:6]1[C:11]([Cl:12])=[C:10]([Cl:13])[CH:9]=[CH:8][C:7]=1[C:14](=[O:16])C.Cl>O.O1CCOCC1>[Cl:5][C:6]1[C:11]([Cl:12])=[C:10]([Cl:13])[CH:9]=[CH:8][C:7]=1[C:14]([OH:16])=[O:1] |f:0.1|. Procedure: Sodium hydroxide (45.42 g, 1.090 mol) was dissolved in water (220 ml), and while cooling with ice, bromine (16.85 ml, 0.327 mol) was dripped therein over a period of 5 minutes. After stirring the reaction solution at 0° C. for 15 minutes, a dioxane (220 ml) solution of 2′,3′,4′-trichloroacetophenone (24.40 g, 0.109 mol) was dripped therein at 0° C. over a period of 30 minutes. After stirring at room temperature for 14 hours, water (350 ml) was added and then washed with dichloromethane (350 ml)....